This data is from the Open Reaction Database (ORD), a public repository of structured organic reaction records. The task is: describe an organic reaction: reactants, conditions, products, and yield Reactants: N([C@H](CCSC)C(=O)O)C(=O)OC(C)(C)C (BOC-(D)-Met-OH), aqueous solution, OO (hydrogen peroxide). The reagents and catalysts are [Pd] (Palladium black). The solvent is C(C)#N (acetonitrile). Reaction conditions: time 8 hour. The product is N([C@H](CCS(=O)C)C(=O)O)C(=O)OC(C)(C)C (BOC-(D)-Met(O)-OH). RXN SMILES: [NH:1]([C:10]([O:12][C:13]([CH3:16])([CH3:15])[CH3:14])=[O:11])[C@@H:2]([C:7]([OH:9])=[O:8])[CH2:3][CH2:4][S:5][CH3:6].[OH:17]O>C(#N)C.[Pd]>[NH:1]([C:10]([O:12][C:13]([CH3:16])([CH3:15])[CH3:14])=[O:11])[C@@H:2]([C:7]([OH:9])=[O:8])[CH2:3][CH2:4][S:5]([CH3:6])=[O:17]. Procedure: In 200 ml of acetonitrile is dissolved 37 g of BOC-(D)-Met-OH, followed by adding 19 ml of a 30% aqueous solution of hydrogen peroxide, and the mixture is stirred for 8 hours at room temperature. Palladium black is added to the reaction mixture, and then the mixture is stirred for one hour. Palladium black is filtered off, and then acetonitrile is distilled off. The residue is extracted with 300 ml of n-butanol. The n-butanol layer is washed with aqueous solution of NaCl, and then n-butanol is d... Starting materials: COC(=O)C=1C=C(C=CC1Cl)C1=CC(=C(C=C1)C(C(C(F)(F)F)(O)C=1C=CC2=C(N(C(CO2)=O)CC)C1)C)Cl (4,3′-Dichloro-4′-[2-(4-ethyl-3-oxo-3,4-dihydro-2H-benzo[1,4]oxazin-6-yl)-3,3,3-trifluoro-2-hydroxy-1-methyl-propyl]-biphenyl-3-carboxylic acid methyl ester). Solvent: CCCCCCC (heptane). Product: ClC1=C(C=C(C=C1)C1=CC(=C(C=C1)C(C(C(F)(F)F)(O)C=1C=CC2=C(N(C(CO2)=O)CC)C1)C)Cl)C(=O)O (4,3′-Dichloro-4′-[2-(4-ethyl-3-oxo-3,4-dihydro-2H-benzo[1,4]oxazin-6-yl)-3,3,3-trifluoro-2-hydroxy-1-methyl-propyl]-biphenyl-3-carboxylic acid). RXN SMILES: C[O:2][C:3]([C:5]1[CH:6]=[C:7]([C:12]2[CH:17]=[CH:16][C:15]([CH:18]([CH3:38])[C:19]([C:25]3[CH:26]=[CH:27][C:28]4[O:33][CH2:32][C:31](=[O:34])[N:30]([CH2:35][CH3:36])[C:29]=4[CH:37]=3)([OH:24])[C:20]([F:23])([F:22])[F:21])=[C:14]([Cl:39])[CH:13]=2)[CH:8]=[CH:9][C:10]=1[Cl:11])=[O:4]>CCCCCCC>[Cl:11][C:10]1[CH:9]=[CH:8][C:7]([C:12]2[CH:17]=[CH:16][C:15]([CH:18]([CH3:38])[C:19]([C:25]3[CH:26]=[CH:27][C:28]4[O:33][CH2:32][C:31](=[O:34])[N:30]([CH2:35][CH3:36])[C:29]=4[CH:37]=3)([OH:24])[C:20]([F:22])([F:21])[F:23])=[C:14]([Cl:39])[CH:13]=2)=[CH:6][C:5]=1[C:3]([OH:4])=[O:2]. Reported procedure: In analogy to Example 56, step 6, 4,3′-Dichloro-4′-[2-(4-ethyl-3-oxo-3,4-dihydro-2H-benzo[1,4]oxazin-6-yl)-3,3,3-trifluoro-2-hydroxy-1-methyl-propyl]-biphenyl-3-carboxylic acid methyl ester was hydrolyzed (3 h, 65° C.). The product was treated with heptane for 17 h, filtered and dried to give the title compound as a white solid. MS (m/e, ISP neg. ion)=566.2 [M−H+].